The task is: describe an organic reaction: reactants, conditions, products, and yield. This data is from the Open Reaction Database (ORD), a public repository of structured organic reaction records. Starting materials: O=C(O)c1ccc2cc(F)ccc2c1, O=S(Cl)Cl. Yields the product O=C(Cl)c1ccc2cc(F)ccc2c1. Reaction SMILES: [F:1][c:2]1[cH:3][c:4]2[cH:5][cH:6][c:7]([C:12](=[O:13])[OH:14])[cH:8][c:9]2[cH:10][cH:11]1.[S:15]([Cl:16])([Cl:17])=[O:18]>>[F:1][c:2]1[cH:3][c:4]2[cH:5][cH:6][c:7]([C:12](=[O:14])[Cl:17])[cH:8][c:9]2[cH:10][cH:11]1. Reactants: O=C(O)c1ccc(Br)cc1[N+](=O)[O-], CC(C)O, Cl[Fe](Cl)Cl, NN, [Na+], [OH-]. The product is Nc1cc(Br)ccc1C(=O)O. As a reaction SMILES: [Br:1][c:2]1[cH:3][c:4]([N+:11]([O-:12])=[O:13])[c:5]([C:6](=[O:7])[OH:8])[cH:9][cH:10]1.[CH:22]([OH:23])([CH3:24])[CH3:25].[Cl:18][Fe:19]([Cl:20])[Cl:21].[NH2:16][NH2:17].[Na+:15].[OH-:14]>>[Br:1][c:2]1[cH:3][c:4]([NH2:11])[c:5]([C:6](=[O:7])[OH:8])[cH:9][cH:10]1. Starting materials: [BH4-], Cc1cc([N+](=O)[O-])c2c(c1Oc1ccc(OCc3ccccc3)c(C=O)c1)CCC2, CO, Cl, [Na+], C1CCOC1. Yields the product Cc1cc([N+](=O)[O-])c2c(c1Oc1ccc(OCc3ccccc3)c(CO)c1)CCC2. Reaction SMILES: [BH4-:1].[CH2:3]([c:4]1[cH:5][cH:6][cH:7][cH:8][cH:9]1)[O:10][c:11]1[c:12]([CH:13]=[O:14])[cH:15][c:16]([O:19][c:20]2[c:21]3[c:25]([c:26]([N+:30](=[O:31])[O-:32])[cH:27][c:28]2[CH3:29])[CH2:24][CH2:23][CH2:22]3)[cH:17][cH:18]1.[CH3:33][OH:34].[ClH:35].[Na+:2].[O:36]1[CH2:37][CH2:38][CH2:39][CH2:40]1>>[CH2:3]([c:4]1[cH:5][cH:6][cH:7][cH:8][cH:9]1)[O:10][c:11]1[c:12]([CH2:13][OH:14])[cH:15][c:16]([O:19][c:20]2[c:21]3[c:25]([c:26]([N+:30](=[O:31])[O-:32])[cH:27][c:28]2[CH3:29])[CH2:24][CH2:23][CH2:22]3)[cH:17][cH:18]1. Starting materials: C(CCCCCCCCCCCCC)=O (tetradecanal), ester, C(C)(=O)OCC (ethyl acetate). Run in hexanes. The product is C(\C=C\CCCCCCCCCCCCC)(=O)OCC (Trans-Ethyl 2-Hexadecenoate). Reaction SMILES: [CH:1](=O)[CH2:2][CH2:3][CH2:4][CH2:5][CH2:6][CH2:7][CH2:8][CH2:9][CH2:10][CH2:11][CH2:12][CH2:13][CH3:14].[C:16]([O:19][CH2:20][CH3:21])(=[O:18])[CH3:17]>>[C:16]([O:19][CH2:20][CH3:21])(=[O:18])/[CH:17]=[CH:14]/[CH2:13][CH2:12][CH2:11][CH2:10][CH2:9][CH2:8][CH2:7][CH2:6][CH2:5][CH2:4][CH2:3][CH2:2][CH3:1]. Reported procedure: IR (thin film) 2920, 2850, 1725, 1465, 1265, 1175, 1045 cm-1 ; 1H NMR (CDCl3, 300 MHz) δ7.00 (dt, 1, J=15.5, 6.8 Hz, CH2CH=), 5.84 (dt, 1, J=15.5, 1.2 Hz, COCH=), 4.21 (dd, 2, J=14.2, 7.2 Hz, CH2O), 2.23 (qd, 2, J=6.9, 1.2 Hz, CH2CH=), 1.49 (t, 2, J=7 Hz, CH2CH2CH3), 1.3 (m, 20, CH2CH2CH2), 0.92 (t, 3, J=7 Hz, CH2CH2CH3). Rf (5% ethyl acetate:hexanes):tetradecanal, 0.29; ester product, 0.31. MS (FD): m/e 282 (M+). Starting materials: [Cu]C#N (copper(I) cyanide), N1(C=NC=C1)C(CCC)C=1SC(=CC1)Br (2-[1-(1-imidazolyl)-butyl]-5-bromo-thiophene), O.N (Ammonia water). Run in CN1CCCC1 (N- methylpyrrolidine). Conditions: temperature 180 celsius, time 5 hour. The product is N1(C=NC=C1)C(CCC)C1=CC=C(S1)C#N (5-[1-(1-imidazolyl)-butyl]thiophene-2-carbonitrile). Yield: 30.8%. Reaction SMILES: [N:1]1([CH:6]([C:10]2[S:11][C:12](Br)=[CH:13][CH:14]=2)[CH2:7][CH2:8][CH3:9])[CH:5]=[CH:4][N:3]=[CH:2]1.[Cu][C:17]#[N:18].O.N>CN1CCCC1>[N:1]1([CH:6]([C:10]2[S:11][C:12]([C:17]#[N:18])=[CH:13][CH:14]=2)[CH2:7][CH2:8][CH3:9])[CH:5]=[CH:4][N:3]=[CH:2]1 |f:2.3|. Reported procedure: 0.04 g of bromine compound (of example 1) is dissolved in 2 ml of N- methylpyrrolidine, 0.05 g of copper(I) cyanide is added and stirred under argon for 5 hours at 180° C. Ammonia water is added to the reaction solution and then extracted with ethyl acetate. The organic phase is concentrated by evaporation in a vacuum and the remaining oil is distilled on a bulb tube, boiling point 180° C./0.03 mbar. 0.01 g of 5-[1-(1-imidazolyl)-butyl]thiophene-2-carbonitrile is obtained. Reactants: O=c1c2ccc(F)cc2nc(CCl)n1-c1ccccc1Cl, [K+], [K+], O=C([O-])[O-], CN(C)C=O, O, Sc1ncnc2nc[nH]c12. The product is O=c1c2ccc(F)cc2nc(CSc2ncnc3[nH]cnc23)n1-c1ccccc1Cl. As a reaction SMILES: [Cl:1][CH2:2][c:3]1[n:4][c:5]2[cH:6][c:7]([F:21])[cH:8][cH:9][c:10]2[c:11](=[O:20])[n:12]1-[c:13]1[c:14]([Cl:19])[cH:15][cH:16][cH:17][cH:18]1.[K+:33].[K+:34].[O-:35][C:36]([O-:37])=[O:38].[O:39]=[CH:40][N:41]([CH3:42])[CH3:43].[OH2:22].[SH:23][c:24]1[c:25]2[nH:26][cH:27][n:28][c:29]2[n:30][cH:31][n:32]1>>[CH2:2]([c:3]1[n:4][c:5]2[cH:6][c:7]([F:21])[cH:8][cH:9][c:10]2[c:11](=[O:20])[n:12]1-[c:13]1[c:14]([Cl:19])[cH:15][cH:16][cH:17][cH:18]1)[S:23][c:24]1[c:25]2[n:26][cH:27][nH:28][c:29]2[n:30][cH:31][n:32]1. The reactants are FC1=C(C(=O)O)C=CC=C1OC (2-fluoro-3-methoxybenzoic acid). Run in O1CCCC1 (tetrahydrofuran). Reaction conditions: time 4.2 hour. Product: FC1=C(CO)C=CC=C1OC (2-fluoro-3-methoxybenzyl alcohol). Yield: 80.7%. As a reaction SMILES: [F:1][C:2]1[C:10]([O:11][CH3:12])=[CH:9][CH:8]=[CH:7][C:3]=1[C:4](O)=[O:5]>O1CCCC1>[F:1][C:2]1[C:10]([O:11][CH3:12])=[CH:9][CH:8]=[CH:7][C:3]=1[CH2:4][OH:5]. Procedure: 2-Fluoro-3-methoxybenzoic acid from Step 1 (16.65 g, 98 mmol) was dissolved in anhydrous tetrahydrofuran (60 mL), cooled in an ice bath, and treated with borane dimethyl sulfide complex (19 mL, 190 mmol). The reaction was stirred at room temperature for 4.2 hours, quenched by the slow addition of methanol, and concentrated in vacuo. The residue was dissolved in ethyl acetate, treated with 3N hydrochloric acid and filtered through diatomaceous earth. The organic layer of the filtrate was collecte...